From a dataset of the Open Reaction Database (ORD), a public repository of structured organic reaction records. describe an organic reaction: reactants, conditions, products, and yield The reactants are C(C)(C)(C)OC(=O)N1CC(C=2C=NC(=CC21)N2C(CCC2)=O)(C)C (3,3-Dimethyl-6-(2-oxo-pyrrolidin-1-yl)-2,3-dihydro-pyrrolo[3,2-c]pyridine-1-carboxylic acid tert-butyl ester), Cl (HCl). Reaction conditions: time 4 hour. Product: Cl.CC1(CNC2=C1C=NC(=C2)N2C(CCC2)=O)C (1-(3,3-Dimethyl-2,3-dihydro-1H-pyrrolo[3,2-c]pyridin-6-yl)-pyrrolidin-2-one hydrochloride salt). As a reaction SMILES: C(OC([N:8]1[C:16]2[CH:15]=[C:14]([N:17]3[CH2:21][CH2:20][CH2:19][C:18]3=[O:22])[N:13]=[CH:12][C:11]=2[C:10]([CH3:24])([CH3:23])[CH2:9]1)=O)(C)(C)C.[ClH:25]>>[ClH:25].[CH3:23][C:10]1([CH3:24])[C:11]2[CH:12]=[N:13][C:14]([N:17]3[CH2:21][CH2:20][CH2:19][C:18]3=[O:22])=[CH:15][C:16]=2[NH:8][CH2:9]1 |f:2.3|. Procedure: 3,3-Dimethyl-6-(2-oxo-pyrrolidin-1-yl)-2,3-dihydro-pyrrolo[3,2-c]pyridine-1-carboxylic acid tert-butyl ester (100 mg) was treated with HCl (saturated solution in EtOAc) and stirred for 4 h. The mixture was then evaporated to dryness in vacuo to give the title compound as a pale yellow solid. MS: [M+H]+=232.